Dataset: the Open Reaction Database (ORD), a public repository of structured organic reaction records. Task: describe an organic reaction: reactants, conditions, products, and yield Reactants: COC1=C(C=C2CCCN3CCCC1=C23)C=CC2=CC=C(S2)C=O (5-[2-(8-methoxy-2,3,6,7-tetrahydro-1H,5H-benzo[ij]quinolizine-9-yl)vinyl]thiophene-2-carboaldehyde), C(#N)C=1C(OC(C1C)(C(F)(F)F)C)=C(C#N)C#N (2-(3-cyano-4,5-dimethyl-5-trifluoromethyl-2(5H)-furanylidene)propanedinitrile). Run in C(C)O (ethanol), O1CCCC1 (tetrahydrofuran). Run at temperature 60 celsius. The product is C(#N)C=1C(OC(C1C=CC=1SC(=CC1)C=CC1=C(C=2CCCN3CCCC(C23)=C1)OC)(C(F)(F)F)C)=C(C#N)C#N (2-[3-cyano-4-[2-[5-[2-(8-methoxy-2,3,6,7-tetrahydro-1H,5H-benzo[ij]quinolizine-9-yl)vinyl]thiophene-2-yl]vinyl]-5-methyl-5-trifluoromethyl-2(5H)-furanylidene]propanedinitrile). Isolated yield 77.4%. RXN SMILES: [CH3:1][O:2][C:3]1[C:14]2=[C:15]3[N:10]([CH2:11][CH2:12][CH2:13]2)[CH2:9][CH2:8][CH2:7][C:6]3=[CH:5][C:4]=1[CH:16]=[CH:17][C:18]1[S:22][C:21]([CH:23]=O)=[CH:20][CH:19]=1.[C:25]([C:27]1[C:28](=[C:38]([C:41]#[N:42])[C:39]#[N:40])[O:29][C:30]([CH3:37])([C:33]([F:36])([F:35])[F:34])[C:31]=1[CH3:32])#[N:26]>C(O)C.O1CCCC1>[C:25]([C:27]1[C:28](=[C:38]([C:39]#[N:40])[C:41]#[N:42])[O:29][C:30]([CH3:37])([C:33]([F:36])([F:34])[F:35])[C:31]=1[CH:32]=[CH:23][C:21]1[S:22][C:18]([CH:17]=[CH:16][C:4]2[CH:5]=[C:6]3[C:15]4[N:10]([CH2:9][CH2:8][CH2:7]3)[CH2:11][CH2:12][CH2:13][C:14]=4[C:3]=2[O:2][CH3:1])=[CH:19][CH:20]=1)#[N:26]. Procedure: In 5 ml of ethanol and 1.5 ml of tetrahydrofuran were dissolved 135 mg (0.40 mmol) of 5-[2-(8-methoxy-2,3,6,7-tetrahydro-1H,5H-benzo[ij]quinolizine-9-yl)vinyl]thiophene-2-carboaldehyde and 110 mg (0.43 mmol) of 2-(3-cyano-4,5-dimethyl-5-trifluoromethyl-2(5H)-furanylidene)propanedinitrile. The mixture was stirred with heating at 60° C. for 3.5 hours. The solvent was evaporated off and the residue was washed with ethanol. The residue was purified by silica gel column chromatography and washed with... The reactants are ClC=1C=C2C3C(C(OC2=CC1)(C)C)O3 (6-chloro-2,2-dimethyl-3,4-epoxychromane), OC1=NC=CC=C1 (2-hydroxypyridine). The product is ClC=1C=C2[C@H]([C@@H](C(OC2=CC1)(C)C)O)N1C(C=CC=C1)=O (trans-6-Chloro-4-(1,2-dihydro-2-oxopyrid-1-yl)-2,2-dimethylchroman-3-ol). Reaction SMILES: [Cl:1][C:2]1[CH:3]=[C:4]2[C:9](=[CH:10][CH:11]=1)[O:8][C:7]([CH3:13])([CH3:12])[CH:6]1[O:14][CH:5]21.[OH:15][C:16]1[CH:21]=[CH:20][CH:19]=[CH:18][N:17]=1>>[Cl:1][C:2]1[CH:3]=[C:4]2[C:9](=[CH:10][CH:11]=1)[O:8][C:7]([CH3:13])([CH3:12])[C@@H:6]([OH:14])[C@@H:5]2[N:17]1[CH:18]=[CH:19][CH:20]=[CH:21][C:16]1=[O:15]. Procedure details: Following the procedure of Example 3, 6-chloro-2,2-dimethyl-3,4-epoxychromane is prepared and reacted with 2-hydroxypyridine to give the expected product. Melting point: 250° C. Reactants: O=C(O)COc1ccc(C23CC4CC(CC(C4)C2)C3)cc1, ClCCCl, COC(=O)c1cc(N)cc(C(=O)OC)c1, CCN(C(C)C)C(C)C, CN(C)C=O, On1nnc2ccccc21. Yields the product COC(=O)c1cc(NC(=O)COc2ccc(C34CC5CC(CC(C5)C3)C4)cc2)cc(C(=O)OC)c1. RXN SMILES: [C:1]12([c:11]3[cH:12][cH:13][c:14]([O:15][CH2:16][C:17](=[O:18])[OH:19])[cH:20][cH:21]3)[CH2:2][CH:3]3[CH2:4][CH:5]([CH2:6][CH:7]([CH2:8]1)[CH2:9]3)[CH2:10]2.[CH2:61]([Cl:62])[CH2:63][Cl:64].[CH3:22][O:23][C:24]([c:25]1[cH:26][c:27]([C:28](=[O:29])[O:30][CH3:31])[cH:32][c:33]([NH2:35])[cH:34]1)=[O:36].[CH:47]([N:48]([CH2:49][CH3:50])[CH:51]([CH3:52])[CH3:53])([CH3:54])[CH3:55].[O:56]=[CH:57][N:58]([CH3:59])[CH3:60].[OH:37][n:38]1[c:39]2[cH:40][cH:41][cH:42][cH:43][c:44]2[n:45][n:46]1>>[C:1]12([c:11]3[cH:12][cH:13][c:14]([O:15][CH2:16][C:17](=[O:18])[NH:35][c:33]4[cH:32][c:27]([C:28](=[O:29])[O:30][CH3:31])[cH:26][c:25]([C:24]([O:23][CH3:22])=[O:36])[cH:34]4)[cH:20][cH:21]3)[CH2:2][CH:3]3[CH2:4][CH:5]([CH2:6][CH:7]([CH2:8]1)[CH2:9]3)[CH2:10]2. As a reaction SMILES: [CH3:1][C@:2]1([NH:20][C:21](=[O:27])[O:22][C:23]([CH3:26])([CH3:25])[CH3:24])[CH2:6][CH2:5][N:4]([C@@H:7]([C:12]2[CH:13]=[N:14][C:15]([NH:18][NH2:19])=[CH:16][CH:17]=2)[C:8]([F:11])([F:10])[F:9])[CH2:3]1.[CH3:28][O:29][CH2:30][CH2:31][O:32][C:33]1[CH:42]=[C:41]2[C:36]([CH:37]=[CH:38][C:39]([CH:43]=O)=[N:40]2)=[CH:35][CH:34]=1.C(O)(=O)C.C(O)(=O)C.I(C1C=CC=CC=1)=O>CCO>[CH3:1][C@:2]1([NH:20][C:21](=[O:27])[O:22][C:23]([CH3:26])([CH3:25])[CH3:24])[CH2:6][CH2:5][N:4]([C@@H:7]([C:12]2[CH:17]=[CH:16][C:15]3[N:14]([C:43]([C:39]4[CH:38]=[CH:37][C:36]5[C:41](=[CH:42][C:33]([O:32][CH2:31][CH2:30][O:29][CH3:28])=[CH:34][CH:35]=5)[N:40]=4)=[N:19][N:18]=3)[CH:13]=2)[C:8]([F:9])([F:10])[F:11])[CH2:3]1 |f:2.3.4|. Run at time 8 hour. The product is C[C@]1(CN(CC1)[C@H](C(F)(F)F)C=1C=CC=2N(C1)C(=NN2)C2=NC1=CC(=CC=C1C=C2)OCCOC)NC(OC(C)(C)C)=O (tert-butyl (S)-3-methyl-1-((S)-2,2,2-trifluoro-1-(3-(7-(2-methoxyethoxy)quinolin-2-yl)-[1,2,4]triazolo[4,3-a]pyridin-6-yl)ethyl)pyrrolidin-3-ylcarbamate). Solvent: CCO (EtOH). Isolated yield 92.2%. Reported procedure: A mixture of tert-butyl (S)-3-methyl-1-((S)-2,2,2-trifluoro-1-(6-hydrazinylpyridin-3-yl)ethyl)pyrrolidin-3-ylcarbamate (53 mg, 0.14 mmol), 7-(2-methoxyethoxy)quinoline-2-carbaldehyde (30 mg, 0.13 mmol) and EtOH (1.4 mL) was stirred at ambient temperature overnight. The solvent was removed under reduced pressure. The residue was dissolved in DCM (1.4 mL) and iodosobenzene diacetate (54 mg, 0.17 mmol) was added. The reaction mixture was stirred at ambient temperature overnight and then loaded to a... Reactants: C[C@]1(CN(CC1)[C@H](C(F)(F)F)C=1C=NC(=CC1)NN)NC(OC(C)(C)C)=O (tert-butyl (S)-3-methyl-1-((S)-2,2,2-trifluoro-1-(6-hydrazinylpyridin-3-yl)ethyl)pyrrolidin-3-ylcarbamate), COCCOC1=CC=C2C=CC(=NC2=C1)C=O (7-(2-methoxyethoxy)quinoline-2-carbaldehyde), C(C)(=O)O.C(C)(=O)O.I(=O)C1=CC=CC=C1 (iodosobenzene diacetate). Starting materials: N1C=NC=C1 (imidazole), BrC(C(C(C)(C)C)=O)OC1=NC(=CC=C1)F (1-bromo-1-(6-fluoro-2-pyridinyloxy)-3,3-dimethyl-2-butanone), C1CCC2=NCCCN2CC1 (1,5-diaza(5.4.0)undec-5-ene). Run in CC(=O)C (acetone). Conditions: temperature 0 celsius, time 30 minute. Yields the product FC1=CC=CC(=N1)OC(C(C(C)(C)C)=O)N1C=NC=C1 (1-(6-fluoro-2-pyridinyloxy)-3,3-dimethyl-1-(imidazol-1-yl)-2-butanone). The yield is 45.4%. RXN SMILES: Br[CH:2]([O:9][C:10]1[CH:15]=[CH:14][CH:13]=[C:12]([F:16])[N:11]=1)[C:3](=[O:8])[C:4]([CH3:7])([CH3:6])[CH3:5].[NH:17]1[CH:21]=[CH:20][N:19]=[CH:18]1.C1CCN2C(=NCCC2)CC1>CC(C)=O>[F:16][C:12]1[N:11]=[C:10]([O:9][CH:2]([N:17]2[CH:21]=[CH:20][N:19]=[CH:18]2)[C:3](=[O:8])[C:4]([CH3:7])([CH3:6])[CH3:5])[CH:15]=[CH:14][CH:13]=1. Reported procedure: To a stirred solution of 14.5 g (0.05 mole) of 1-bromo-1-(6-fluoro-2-pyridinyloxy)-3,3-dimethyl-2-butanone in 75 ml acetone cooled to -10° C. was added 3.4 g (0.05 mole) imidazole. Then, 7.61 g (0.05 mole) of 1,5-diaza(5.4.0)undec-5-ene was added dropwise. After the addition was complete, the mixture was stirred for 30 minutes at 0° C. and the solvent evaporated. Water was added to the residue and the mixture extracted with diethyl ether. The ether extract was dried using magnesium sulfate and t... The reactants are ClC1=NC=NC2=CC(=C(C=C12)OC)OCCCN1CCCC1 (4-chloro-6-methoxy-7(3-(pyrrolidin-1-yl)propoxy)quinazoline), NC=1C=C2C=CNC2=CC1 (5-aminoindole), Cl (hydrogen chloride). Solvent: C(C)(C)O (isopropanol), C(C)(C)O (isopropanol). Conditions: temperature 80 celsius. Yields the product Cl.N1C=CC2=CC(=CC=C12)NC1=NC=NC2=CC(=C(C=C12)OC)OCCCN1CCCC1 (4-(indol-5-ylamino)-6-methoxy-7-(3-(pyrrolidin-1-yl)propoxy)quinazoline hydrochloride). Isolated yield 92.8%. Reaction SMILES: [Cl:1][C:2]1[C:11]2[C:6](=[CH:7][C:8]([O:14][CH2:15][CH2:16][CH2:17][N:18]3[CH2:22][CH2:21][CH2:20][CH2:19]3)=[C:9]([O:12][CH3:13])[CH:10]=2)[N:5]=[CH:4][N:3]=1.[NH2:23][C:24]1[CH:25]=[C:26]2[C:30](=[CH:31][CH:32]=1)[NH:29][CH:28]=[CH:27]2.Cl>C(O)(C)C>[ClH:1].[NH:29]1[C:30]2[C:26](=[CH:25][C:24]([NH:23][C:2]3[C:11]4[C:6](=[CH:7][C:8]([O:14][CH2:15][CH2:16][CH2:17][N:18]5[CH2:22][CH2:21][CH2:20][CH2:19]5)=[C:9]([O:12][CH3:13])[CH:10]=4)[N:5]=[CH:4][N:3]=3)=[CH:32][CH:31]=2)[CH:27]=[CH:28]1 |f:4.5|. Reported procedure: A solution of 4-chloro-6-methoxy-7(3-(pyrrolidin-1-yl)propoxy)quinazoline (61 mg, 0.19 mmol), (prepared as described for the starting material in Example 9), and 5-aminoindole (30 mg, 0.23 mmol) in isopropanol (2 ml) containing 6.2 N hydrogen chloride in isopropanol (33 μl) was heated at 80° C. for 6 hours. After cooling, the precipitate was filtered, washed with ether and dried under vacuum to give 4-(indol-5-ylamino)-6-methoxy-7-(3-(pyrrolidin-1-yl)propoxy)quinazoline hydrochloride (80 mg, 72%...